From a dataset of the Open Reaction Database (ORD), a public repository of structured organic reaction records. describe an organic reaction: reactants, conditions, products, and yield Starting materials: NCC1=CC(=NC=C1)CN(C(OC(C)(C)C)=O)CC(N(C)C)=O (tert-butyl N-{[4-(aminomethyl)pyridin-2-yl]methyl}-N-[(dimethylcarbamoyl)methyl]carbamate), CCN(C(C)C)C(C)C (DIPEA), BrCC#N (bromoacetonitrile). Yields the product C(#N)CNCC1=CC(=NC=C1)CN(C(OC(C)(C)C)=O)CC(N(C)C)=O (Tert-Butyl N-[(4-{[(cyanomethyl)amino]methyl}pyridin-2-yl)methyl]-N-[(dimethylcarbamoyl)methyl]carbamate). As a reaction SMILES: [NH2:1][CH2:2][C:3]1[CH:8]=[CH:7][N:6]=[C:5]([CH2:9][N:10]([CH2:18][C:19](=[O:23])[N:20]([CH3:22])[CH3:21])[C:11](=[O:17])[O:12][C:13]([CH3:16])([CH3:15])[CH3:14])[CH:4]=1.[CH3:24][CH2:25][N:26](C(C)C)C(C)C.BrCC#N>>[C:25]([CH2:24][NH:1][CH2:2][C:3]1[CH:8]=[CH:7][N:6]=[C:5]([CH2:9][N:10]([CH2:18][C:19](=[O:23])[N:20]([CH3:22])[CH3:21])[C:11](=[O:17])[O:12][C:13]([CH3:15])([CH3:16])[CH3:14])[CH:4]=1)#[N:26]. Reported procedure: General Procedure T from tert-butyl N-{[4-(aminomethyl)pyridin-2-yl]methyl}-N-[(dimethylcarbamoyl)methyl]carbamate (1.0 equiv.), DIPEA (2.0 equiv.) and bromoacetonitrile (1.1 equiv.). Purification by preparative TLC (10% MeOH and 1% NH4OH in DCM) gave the title product as light yellow oil. 1H NMR (300 MHz, methanol-d4): δ ppm 8.42 (d, 1H), 7.46 (s, 1H), 7.33 (s, 1H), 4.58 (m, 2H), 4.19 (m, 2H), 3.93 (s, 2H), 3.65 (s, 2H), 2.98 (m, 6H), 1.42 (m, 9H). Reactants: NC1CC1, CCOC(=O)c1c(C(F)(F)F)nc(C(F)(F)Cl)c(C(=O)OC)c1Cl, CN(C)C=O. Yields the product CCOC(=O)c1c(C(F)(F)F)nc(C(F)(F)Cl)c(C(=O)OC)c1NC1CC1. RXN SMILES: [CH:25]1([NH2:28])[CH2:26][CH2:27]1.[Cl:1][c:2]1[c:3]([C:20](=[O:21])[O:22][CH2:23][CH3:24])[c:4]([C:16]([F:17])([F:18])[F:19])[n:5][c:6]([C:12]([F:13])([F:14])[Cl:15])[c:7]1[C:8](=[O:9])[O:10][CH3:11].[O:29]=[CH:30][N:31]([CH3:32])[CH3:33]>>[c:2]1([NH:28][CH:25]2[CH2:26][CH2:27]2)[c:3]([C:20](=[O:21])[O:22][CH2:23][CH3:24])[c:4]([C:16]([F:17])([F:18])[F:19])[n:5][c:6]([C:12]([F:13])([F:14])[Cl:15])[c:7]1[C:8](=[O:9])[O:10][CH3:11]. Starting materials: CC1=C(C(=CC(=C1)OCCN1CCOCC1)C)C1=CC(=CC=C1)CNC1=CC(=C(C=C1)CCC(=O)O)F (3-[4-({[2′,6′-Dimethyl-4′-(2-morpholin-4-ylethoxy)biphenyl-3-yl]methyl}amino)-2-fluorophenyl]propanoic acid), CS(=O)(=O)O (methanesulfonic acid). Solvent: C(C)(=O)OCC (ethyl acetate). Product: CS(=O)(=O)O.CS(=O)(=O)O.CC1=C(C(=CC(=C1)OCCN1CCOCC1)C)C1=CC(=CC=C1)CNC1=CC(=C(C=C1)CCC(=O)O)F (3-[4-({[2′,6′-dimethyl-4′-(2-morpholin-4-ylethoxy)biphenyl-3-yl]methyl}amino)-2-fluorophenyl]propanoic acid dimethanesulfonate). Yield: 73.0%. RXN SMILES: [CH3:1][C:2]1[CH:7]=[C:6]([O:8][CH2:9][CH2:10][N:11]2[CH2:16][CH2:15][O:14][CH2:13][CH2:12]2)[CH:5]=[C:4]([CH3:17])[C:3]=1[C:18]1[CH:23]=[CH:22][CH:21]=[C:20]([CH2:24][NH:25][C:26]2[CH:31]=[CH:30][C:29]([CH2:32][CH2:33][C:34]([OH:36])=[O:35])=[C:28]([F:37])[CH:27]=2)[CH:19]=1.[CH3:38][S:39]([OH:42])(=[O:41])=[O:40]>C(OCC)(=O)C>[CH3:38][S:39]([OH:42])(=[O:41])=[O:40].[CH3:38][S:39]([OH:42])(=[O:41])=[O:40].[CH3:1][C:2]1[CH:7]=[C:6]([O:8][CH2:9][CH2:10][N:11]2[CH2:12][CH2:13][O:14][CH2:15][CH2:16]2)[CH:5]=[C:4]([CH3:17])[C:3]=1[C:18]1[CH:23]=[CH:22][CH:21]=[C:20]([CH2:24][NH:25][C:26]2[CH:31]=[CH:30][C:29]([CH2:32][CH2:33][C:34]([OH:36])=[O:35])=[C:28]([F:37])[CH:27]=2)[CH:19]=1 |f:3.4.5|. Reported procedure: 3-[4-({[2′,6′-Dimethyl-4′-(2-morpholin-4-ylethoxy)biphenyl-3-yl]methyl}amino)-2-fluorophenyl]propanoic acid (0.58 g, 1.14 mmol) was dissolved in ethyl acetate (5 mL), and methanesulfonic acid (0.08 mL) was added. The precipitated crystals were collected by filtration, washed, and dried to give the title compound as colorless crystals. yield 73%. Starting materials: CCNCCO, CC[Si](Cl)(CC)CC, ClCCl, c1c[nH]cn1. Yields the product CCNCCO[Si](CC)(CC)CC. As a reaction SMILES: [CH2:6]([CH3:7])[NH:8][CH2:9][CH2:10][OH:11].[Cl:12][Si:13]([CH2:14][CH3:15])([CH2:16][CH3:17])[CH2:18][CH3:19].[Cl:20][CH2:21][Cl:22].[nH:1]1[cH:2][cH:3][n:4][cH:5]1>>[CH2:6]([CH3:7])[NH:8][CH2:9][CH2:10][O:11][Si:13]([CH2:14][CH3:15])([CH2:16][CH3:17])[CH2:18][CH3:19].